This data is from the Open Reaction Database (ORD), a public repository of structured organic reaction records. The task is: describe an organic reaction: reactants, conditions, products, and yield Reactants: ( 37 ), FC1=C(C=CC=C1S(=O)(=O)C(F)(F)F)C1CCNCC1 (4-{2-fluoro-3-[(trifluoromethyl)sulfonyl]phenyl}-piperidine), ( 15 ), C([O-])([O-])=O.[K+].[K+] (potassium carbonate), ICCC (1-iodopropane), ( 14 ). Run in C(C)#N (acetonitrile). Product: FC1=C(C=CC=C1S(=O)(=O)C(F)(F)F)C1CCN(CC1)CCC (4-{2-FLUORO-3-[(TRIFLUOROMETHYL)SULFONYL]PHENYL}-1-PROPYLPIPERIDINE). RXN SMILES: [F:1][C:2]1[C:7]([S:8]([C:11]([F:14])([F:13])[F:12])(=[O:10])=[O:9])=[CH:6][CH:5]=[CH:4][C:3]=1[CH:15]1[CH2:20][CH2:19][NH:18][CH2:17][CH2:16]1.C(=O)([O-])[O-].[K+].[K+].I[CH2:28][CH2:29][CH3:30]>C(#N)C>[F:1][C:2]1[C:7]([S:8]([C:11]([F:14])([F:13])[F:12])(=[O:9])=[O:10])=[CH:6][CH:5]=[CH:4][C:3]=1[CH:15]1[CH2:20][CH2:19][N:18]([CH2:28][CH2:29][CH3:30])[CH2:17][CH2:16]1 |f:1.2.3|. Procedure: Preparation according to Example 1: 4-{2-fluoro-3-[(trifluoromethyl)sulfonyl]phenyl}-piperidine (0.01 g), acetonitrile (2 ml), potassium carbonate (0.01 g) and 1-iodopropane (0.01 g). MS m/z (rel. intensity, 70 eV) 353 (M+, 1), 325 (15), 324 (bp), 191 (37), 133 (14). Starting materials: ClC1=NC2=CC=CC=C2N=C1C (2-Chloro-3-methylquinoxaline), C(C=C)NC(=S)N (allylthiourea), C (Norit). The solvent is CC(=O)C (acetone), CC(=O)C (acetone). Product: Cl.CC=1C(=NC2=CC=CC=C2N1)SC(NCC=C)=N (N-(2-Propenyl)carbamimidothioic acid(3-methyl-2-quinoxalinyl)ester, hydrochloride). The yield is 75.6%. RXN SMILES: [Cl:1][C:2]1[C:11]([CH3:12])=[N:10][C:9]2[C:4](=[CH:5][CH:6]=[CH:7][CH:8]=2)[N:3]=1.C.[CH2:14]([NH:17][C:18]([NH2:20])=[S:19])[CH:15]=[CH2:16]>CC(C)=O>[ClH:1].[CH3:12][C:11]1[C:2]([S:19][C:18](=[NH:20])[NH:17][CH2:14][CH:15]=[CH2:16])=[N:3][C:4]2[C:9]([N:10]=1)=[CH:8][CH:7]=[CH:6][CH:5]=2 |f:4.5|. Reported procedure: 2-Chloro-3-methylquinoxaline (5.359 g., 0.03 mole) was dissolved in 75 ml. of acetone, treated with Norit and filtered. The filtrate was added to a solution of 3.485 g. (0.03 mole) of allylthiourea in 50 ml. of acetone while the solution was stirred at room temperature under N2. A precipitate had formed at the end of 2 hours. Stirring was continued for 31/2 hours. The solid that was filtered off was washed with acetone, then ether and dried, to give 6.68 g. (75.6% yield) of product as a pink sol... Starting materials: ClCCl, [Na+], [OH-], O=S(Cl)Cl, OCCCCCc1ccccn1. Yields the product ClCCCCCc1ccccn1. Reaction SMILES: [Cl:19][CH2:20][Cl:21].[Na+:18].[OH-:17].[S:1]([Cl:2])([Cl:3])=[O:4].[n:5]1[c:6]([CH2:11][CH2:12][CH2:13][CH2:14][CH2:15][OH:16])[cH:7][cH:8][cH:9][cH:10]1>>[Cl:3][CH2:15][CH2:14][CH2:13][CH2:12][CH2:11][c:6]1[n:5][cH:10][cH:9][cH:8][cH:7]1. Starting materials: CC1=C(O)C=C(C(=C1C)O)C (2,3,5-trimethylhydroquinone), Cl (hydrochloric acid), CC(C)CCCC(C)CCCC(C)CCCC(C)(C=C)O (isophytol). The reagents and catalysts are [Cl-].[Zn+2].[Cl-] (zinc chloride). Solvent: C(C)(=O)OCC (ethyl acetate). Conditions: time 3 hour. Yields the product CC1=C(C2=C(C(=C1O)C)CC[C@@](O2)(C)CCC[C@H](C)CCC[C@H](C)CCCC(C)C)C (α-tocopherol). The yield is 100.2%. Reaction SMILES: [CH3:1][C:2]1[C:8]([CH3:9])=[C:7]([OH:10])[C:6]([CH3:11])=[CH:5][C:3]=1O.Cl.[CH3:13][CH:14]([CH2:16][CH2:17][CH2:18][CH:19]([CH2:21][CH2:22][CH2:23][CH:24]([CH2:26][CH2:27][CH2:28][C:29]([OH:33])([CH:31]=[CH2:32])[CH3:30])[CH3:25])[CH3:20])[CH3:15]>[Cl-].[Zn+2].[Cl-].C(OCC)(=O)C>[CH3:9][C:8]1[C:7]([OH:10])=[C:6]([CH3:11])[C:5]2[CH2:32][CH2:31][C@:29]([CH2:28][CH2:27][CH2:26][C@@H:24]([CH2:23][CH2:22][CH2:21][C@@H:19]([CH2:18][CH2:17][CH2:16][CH:14]([CH3:13])[CH3:15])[CH3:20])[CH3:25])([CH3:30])[O:33][C:3]=2[C:2]=1[CH3:1] |f:3.4.5|. Procedure details: To a mixture consisting of 23.3 g (0.153 mol) of 2,3,5-trimethylhydroquinone, 17.5 g (0.128 mol) of zinc chloride, 54 ml of ethyl acetate and 2.5 g of concentrated hydrochloric acid, 46.1 g (0.153 mol) of isophytol (purity: 98.3%) was added dropwise under stirring at 25-30° over 3 hours. At the same temperature, the reaction mixture was stirred for an additional 2 hours. After the reaction mixture was washed with 10 ml of water, the solvent was distilled off. Toluene (100 ml) was added to the re... Starting materials: FC1(CCN(CC1)C(=O)C=1NC2=CC=C(C=C2C1)OC1CCN(CC1)C(C)C)F ((4,4-Difluoro-piperidin-1-yl)-[5-(1-isopropyl-piperidin-4-yloxy)-1H-indol-2-yl]-methanone), C(C)OC(=O)C=1NC2=CC(=C(C=C2C1)O)Br (6-Bromo-5-hydroxy-1H-indole-2-carboxylic acid ethyl ester). The product is C(C)OC(=O)C=1NC2=CC(=C(C=C2C1)OC1CCN(CC1)C(C)C)Br (6-Bromo-5-(1-isopropyl-piperidin-4-yloxy)-1H-indole-2-carboxylic acid ethyl ester). Reaction SMILES: FC1(F)CCN(C(C2NC3C(C=2)=CC(O[CH:20]2[CH2:25][CH2:24][N:23]([CH:26]([CH3:28])[CH3:27])[CH2:22][CH2:21]2)=CC=3)=O)CC1.[CH2:30]([O:32][C:33]([C:35]1[NH:36][C:37]2[C:42]([CH:43]=1)=[CH:41][C:40]([OH:44])=[C:39]([Br:45])[CH:38]=2)=[O:34])[CH3:31]>>[CH2:30]([O:32][C:33]([C:35]1[NH:36][C:37]2[C:42]([CH:43]=1)=[CH:41][C:40]([O:44][CH:20]1[CH2:25][CH2:24][N:23]([CH:26]([CH3:28])[CH3:27])[CH2:22][CH2:21]1)=[C:39]([Br:45])[CH:38]=2)=[O:34])[CH3:31]. Procedure details: In analogy to the procedure described for the synthesis of intermediate 1, step 2, the title compound was synthesized from 6-bromo-5-hydroxy-1H-indole-2-carboxylic acid ethyl ester (example 41, step 3). The title compound was obtained in 56% yield as light yellow solid. MS (m/e): 409.0 (MH+, 100%). Reactants: CN1C(=NC=C1)C1C(NC=2C=CC=C(C2C1=O)C(=O)OCC)C1=CC=C(C=C1)C(F)(F)F (ethyl 3-(1-methyl-1H-imidazol-2-yl)-4-oxo-2-(4-(trifluoromethyl)phenyl)-1,2,3,4-tetrahydroquinoline-5-carboxylate), O.NN (hydrazine monohydrate). Run in CO (methanol). Reaction conditions: time 2 hour. The product is CN1C(=NC=C1)C1C(NC=2C=3C1=NNC(C3C=CC2)=O)C2=CC=C(C=C2)C(F)(F)F (9-(1-Methyl-1H-imidazol-2-yl)-8-(4-(trifluoromethyl)phenyl)-8,9-dihydro-2H-pyrido[4,3,2-de]phthalazin-3(7H)-one). Isolated yield 18.0%. As a reaction SMILES: [CH3:1][N:2]1[CH:6]=[CH:5][N:4]=[C:3]1[CH:7]1[C:16](=O)[C:15]2[C:14]([C:18]([O:20]CC)=O)=[CH:13][CH:12]=[CH:11][C:10]=2[NH:9][CH:8]1[C:23]1[CH:28]=[CH:27][C:26]([C:29]([F:32])([F:31])[F:30])=[CH:25][CH:24]=1.O.[NH2:34][NH2:35]>CO>[CH3:1][N:2]1[CH:6]=[CH:5][N:4]=[C:3]1[CH:7]1[C:16]2=[N:34][NH:35][C:18](=[O:20])[C:14]3[CH:13]=[CH:12][CH:11]=[C:10]([C:15]=32)[NH:9][CH:8]1[C:23]1[CH:28]=[CH:27][C:26]([C:29]([F:32])([F:31])[F:30])=[CH:25][CH:24]=1 |f:1.2|. Procedure: A mixture of ethyl 3-(1-methyl-1H-imidazol-2-yl)-4-oxo-2-(4-(trifluoromethyl)phenyl)-1,2,3,4-tetrahydroquinoline-5-carboxylate (150 mg, 0.34 mmol) in 85% hydrazine monohydrate (4 ml) and methanol (6 mL) was stirred at room temperature for 2 h. The mixture was filtered and washed with water to give the title compound (25 mg, yield: 18%). 1H-NMR (400 MHz, DMSO-d6) δ (ppm): 3.46 (s, 3H), 4.81 (d, J=10.8 Hz, 1H), 5.07 (d, J=10.8 Hz, 1H), 6.82 (s, 1H), 6.97 (d, 1H), 7.16 (d, J=8 Hz, 1H), 7.41 (d, J=7... Reactants: C(C)(C)(C)C1=NN(C(=C1)NC(=O)N[C@H]1CC[C@H](C2=CC=CC=C12)OC=1C=CC=2N(C1)C(=NN2)N2[C@H](CCCC2)C)C=2C=C(COS(=O)(=O)C)C=CC2 (Methanesulfonic acid 3-[3-tert-butyl-5-(3-{(1S,4R)-4-[3-((S)-2-methyl-piperidin-1-yl)-[1,2,4]triazolo[4,3-a ]pyridin-6-yloxy]-1,2,3,4-tetrahydro-naphthalen-1-yl}-ureido)-pyrazol-1-yl]benzyl ester), CN1[C@@H]2CN[C@H](C1)C2 ((1S,4S)-2-methyl-2,5-diaza-bicyclo[2.2.1]heptane), C1CCOC1 (THF). Reaction conditions: temperature 50 celsius, time 24 hour. Yields the product C(=O)O.C(C)(C)(C)C=1C=C(N(N1)C1=CC(=CC=C1)CN1[C@@H]2CN([C@H](C1)C2)C)NC(=O)N[C@H]2CC[C@H](C1=CC=CC=C21)OC=2C=CC=1N(C2)C(=NN1)N1[C@H](CCCC1)C (1-{5-tert-Butyl-2-[3-((1S,4S)-5-methyl-2,5-diaza-bicyclo[2.2.1]hept-2-ylmethyl)-phenyl]-2H-pyrazol-3-yl}-3-{(1S,4R)-4-[3-((S)-2-methyl-piperidin-1-yl)-[1,2,4]triazolo[4,3-a]pyridin-6-yloxy]-1,2,3,4-tetrahydro-naphthalen-1-yl}-urea formate salt). Yield: 9.0%. RXN SMILES: [C:1]([C:5]1[CH:9]=[C:8]([NH:10][C:11]([NH:13][C@@H:14]2[C:23]3[C:18](=[CH:19][CH:20]=[CH:21][CH:22]=3)[C@H:17]([O:24][C:25]3[CH:26]=[CH:27][C:28]4[N:29]([C:31]([N:34]5[CH2:39][CH2:38][CH2:37][CH2:36][C@@H:35]5[CH3:40])=[N:32][N:33]=4)[CH:30]=3)[CH2:16][CH2:15]2)=[O:12])[N:7]([C:41]2[CH:42]=[C:43]([CH:50]=[CH:51][CH:52]=2)[CH2:44][O:45]S(C)(=O)=O)[N:6]=1)([CH3:4])([CH3:3])[CH3:2].[CH3:53][N:54]1[CH2:59][C@@H:58]2[CH2:60][C@H:55]1[CH2:56][NH:57]2.C1C[O:64]CC1>>[CH:44]([OH:45])=[O:64].[C:1]([C:5]1[CH:9]=[C:8]([NH:10][C:11]([NH:13][C@@H:14]2[C:23]3[C:18](=[CH:19][CH:20]=[CH:21][CH:22]=3)[C@H:17]([O:24][C:25]3[CH:26]=[CH:27][C:28]4[N:29]([C:31]([N:34]5[CH2:39][CH2:38][CH2:37][CH2:36][C@@H:35]5[CH3:40])=[N:32][N:33]=4)[CH:30]=3)[CH2:16][CH2:15]2)=[O:12])[N:7]([C:41]2[CH:52]=[CH:51][CH:50]=[C:43]([CH2:44][N:57]3[CH2:56][C@@H:55]4[CH2:60][C@H:58]3[CH2:59][N:54]4[CH3:53])[CH:42]=2)[N:6]=1)([CH3:3])([CH3:2])[CH3:4] |f:3.4|. Procedure details: To a solution of Intermediate 167b (0.15 mmol) in THF (20 mL) was added (1S,4S)-2-methyl-2,5-diaza-bicyclo[2.2.1]heptane (366 mg, 3.3 mmol) and the reaction stirred at 50° C. for 24 h. The crude reaction mixture was cooled and partitioned between EtOAc and water. The aqueous phase was extracted with EtOAc (×3) and the combined organic layers were washed with brine, dried (MgSO4) and concentrated in vacuo. The resultant residue was purified by FCC on silica, using a gradient of 0-10% (2M NH3 in M...